Dataset: the Open Reaction Database (ORD), a public repository of structured organic reaction records. Task: describe an organic reaction: reactants, conditions, products, and yield Yields the product C(C1=CC=CC=C1)N1C(=NC2=C1C=CC=C2)C=2C=C(C(N(C2)C)=O)NC=O (N-[5-(1-Benzyl-1H-benzoimidazol-2-yl)-1-methyl-2-oxo-1,2-dihydro-pyridin-3-yl]-formamide). The reactants are C(C)(=O)OC(C)=O (Acetic anhydride), C(=O)O (formic acid), NC=1C(N(C=C(C1)C1=NC2=C(N1CC1=CC=CC=C1)C=CC=C2)C)=O (3-amino-5-(1-benzyl-1H-benzoimidazol-2-yl)-1-methyl-1H-pyridin-2-one). Run at temperature 50 celsius, time 1 hour. Yield: 88.0%. Reported procedure: Acetic anhydride (0.050 ml; 0.518 mmol) is added to formic acid (1.000 ml; 25.974 mmol), the mixture is stirred at 50° C. for 1 h. The reaction is then cooled to RT and 3-amino-5-(1-benzyl-1H-benzoimidazol-2-yl)-1-methyl-1H-pyridin-2-one V-2 (97.000 mg; 0.294 mmol) is added in one portion. The reaction is stirred at RT for 16 h. The reaction mixture is concentrated under reduced pressure. The residue is dissolved in water/dcm (20 ml) and extracted 3 times with DCM (10 ml). The combined organic l... RXN SMILES: C(OC(=O)C)(=O)C.[CH:8]([OH:10])=O.[NH2:11][C:12]1[C:13](=[O:35])[N:14]([CH3:34])[CH:15]=[C:16]([C:18]2[N:22]([CH2:23][C:24]3[CH:29]=[CH:28][CH:27]=[CH:26][CH:25]=3)[C:21]3[CH:30]=[CH:31][CH:32]=[CH:33][C:20]=3[N:19]=2)[CH:17]=1>>[CH2:23]([N:22]1[C:21]2[CH:30]=[CH:31][CH:32]=[CH:33][C:20]=2[N:19]=[C:18]1[C:16]1[CH:17]=[C:12]([NH:11][CH:8]=[O:10])[C:13](=[O:35])[N:14]([CH3:34])[CH:15]=1)[C:24]1[CH:25]=[CH:26][CH:27]=[CH:28][CH:29]=1. Reactants: C1(CCCCC1)N1C(NC=2C1=C1C(=NC2)N(C=C1)COCC[Si](C)(C)C)=O (1-Cyclohexyl-6-((2-(trimethylsilyl)ethoxy)methyl)-3,6-dihydroimidazo[4,5-d]pyrrolo[2,3-b]pyridin-2(1H)-one), CS(=O)(=O)C1=CC=C(C=C1)B(O)O (4-(methylsulfonyl)phenylboronic acid), TEA, C(Cl)Cl (DCM), C(Cl)Cl (DCM), [NH4+].[OH-] (NH4OH). Reagents/catalysts: C(C)(=O)[O-].[Cu+2].C(C)(=O)[O-] (Copper (II) acetate). The solvent is O (water). Run at time 22 hour. Product: C1(CCCCC1)N1C(N(C=2C1=C1C(=NC2)N(C=C1)COCC[Si](C)(C)C)C1=CC=C(C=C1)S(=O)(=O)C)=O (1-cyclohexyl-3-(4-(methylsulfonyl)phenyl)-6-((2-(trimethylsilyl)ethoxy)methyl)-3,6-dihydroimidazo[4,5-d]pyrrolo[2,3-b]pyridin-2(1H)-one). The yield is 48.6%. RXN SMILES: [CH:1]1([N:7]2[C:11]3=[C:12]4[CH:18]=[CH:17][N:16]([CH2:19][O:20][CH2:21][CH2:22][Si:23]([CH3:26])([CH3:25])[CH3:24])[C:13]4=[N:14][CH:15]=[C:10]3[NH:9][C:8]2=[O:27])[CH2:6][CH2:5][CH2:4][CH2:3][CH2:2]1.[CH3:28][S:29]([C:32]1[CH:37]=[CH:36][C:35](B(O)O)=[CH:34][CH:33]=1)(=[O:31])=[O:30].C(Cl)Cl.[NH4+].[OH-]>C([O-])(=O)C.[Cu+2].C([O-])(=O)C.O>[CH:1]1([N:7]2[C:11]3=[C:12]4[CH:18]=[CH:17][N:16]([CH2:19][O:20][CH2:21][CH2:22][Si:23]([CH3:24])([CH3:26])[CH3:25])[C:13]4=[N:14][CH:15]=[C:10]3[N:9]([C:35]3[CH:36]=[CH:37][C:32]([S:29]([CH3:28])(=[O:31])=[O:30])=[CH:33][CH:34]=3)[C:8]2=[O:27])[CH2:2][CH2:3][CH2:4][CH2:5][CH2:6]1 |f:3.4,5.6.7|. Reported procedure: 1-Cyclohexyl-6-((2-(trimethylsilyl)ethoxy)methyl)-3,6-dihydroimidazo[4,5-d]pyrrolo[2,3-b]pyridin-2(1H)-one (0.100 g, 0.259 mmol), 4-(methylsulfonyl)phenylboronic acid (0.103 g, 0.517 mmol, Acros), TEA (0.072 mL, 0.52 mmol) and 4 Å molecular sieves (130 mg) were added to DCM (2.6 mL) in a vial. Copper (II) acetate (0.047 g, 0.259 mmol) (Aldrich) was added in one portion and the vial was sealed. The mixture was stirred for about 22 h at rt. DCM (15 mL), water (5 mL), and concentrated NH4OH (5 mL) ...